Task: describe an organic reaction: reactants, conditions, products, and yield. Dataset: the Open Reaction Database (ORD), a public repository of structured organic reaction records Starting materials: Cc1ncnc(C)c1C(=O)NCCC(C)N1CCC(N(Cc2ccsc2)c2ccc(Oc3ccc(C(=O)O)cc3)cc2)CC1, [Cl-], [NH4+]. The product is Cc1ncnc(C)c1C(=O)NCCC(C)N1CCC(N(Cc2ccsc2)c2ccc(Oc3ccc(C(N)=O)cc3)cc2)CC1. Reaction SMILES: [CH3:1][c:2]1[n:3][cH:4][n:5][c:6]([CH3:44])[c:7]1[C:8](=[O:9])[NH:10][CH2:11][CH2:12][CH:13]([CH3:14])[N:15]1[CH2:16][CH2:17][CH:18]([N:21]([c:22]2[cH:23][cH:24][c:25]([O:26][c:27]3[cH:28][cH:29][c:30]([C:31](=[O:32])[OH:33])[cH:34][cH:35]3)[cH:36][cH:37]2)[CH2:38][c:39]2[cH:40][s:41][cH:42][cH:43]2)[CH2:19][CH2:20]1.[Cl-:45].[NH4+:46]>>[CH3:1][c:2]1[n:3][cH:4][n:5][c:6]([CH3:44])[c:7]1[C:8](=[O:9])[NH:10][CH2:11][CH2:12][CH:13]([CH3:14])[N:15]1[CH2:16][CH2:17][CH:18]([N:21]([c:22]2[cH:23][cH:24][c:25]([O:26][c:27]3[cH:28][cH:29][c:30]([C:31](=[O:33])[NH2:46])[cH:34][cH:35]3)[cH:36][cH:37]2)[CH2:38][c:39]2[cH:40][s:41][cH:42][cH:43]2)[CH2:19][CH2:20]1. The reactants are CN(C)C=O, O=C=Nc1ccc(C(F)(F)F)cc1, CNc1cc(-c2cn(Cc3ccc(OC)cc3)nc2-c2cccc(N)c2)ccn1. Yields the product CNc1cc(-c2cn(Cc3ccc(OC)cc3)nc2-c2cccc(NC(=O)Nc3ccc(C(F)(F)F)cc3)c2)ccn1. Reaction SMILES: [CH3:43][N:44]([CH3:45])[CH:46]=[O:47].[F:30][C:31]([c:32]1[cH:33][cH:34][c:35]([N:38]=[C:39]=[O:40])[cH:36][cH:37]1)([F:41])[F:42].[NH2:1][c:2]1[cH:3][c:4](-[c:8]2[n:9][n:10]([CH2:21][c:22]3[cH:23][cH:24][c:25]([O:28][CH3:29])[cH:26][cH:27]3)[cH:11][c:12]2-[c:13]2[cH:14][c:15]([NH:19][CH3:20])[n:16][cH:17][cH:18]2)[cH:5][cH:6][cH:7]1>>[NH:1]([c:2]1[cH:3][c:4](-[c:8]2[n:9][n:10]([CH2:21][c:22]3[cH:23][cH:24][c:25]([O:28][CH3:29])[cH:26][cH:27]3)[cH:11][c:12]2-[c:13]2[cH:14][c:15]([NH:19][CH3:20])[n:16][cH:17][cH:18]2)[cH:5][cH:6][cH:7]1)[C:39]([NH:38][c:35]1[cH:34][cH:33][c:32]([C:31]([F:30])([F:41])[F:42])[cH:37][cH:36]1)=[O:40].